This data is from the Open Reaction Database (ORD), a public repository of structured organic reaction records. The task is: describe an organic reaction: reactants, conditions, products, and yield The reactants are C(C)(C)(C)C1=NC=C(C(=N1)Cl)C(=O)N([C@H]1C[C@H](CN(C1)C(=O)OC(C)(C)C)C(=O)OC)CC(C)C (1-tert-Butyl 3-methyl(3R,5S)-5-{[(2-tert-butyl-4-chloropyrimidin-5-yl)carbonyl](isobutyl)amino}piperidine-1,3-dicarboxylate), dichloro[bis(triphenylphosphine)]palladium, C(C)(C)N(C(C)C)CC (N,N-diisopropylethylamine), C#CCCCC (1-Hexyne). Reagents/catalysts: [Cu](I)I (copper iodide). The solvent is CN(C)C=O (DMF). Conditions: time 15 minute. The product is C(C)(C)(C)C1=NC=C(C(=N1)C#CCCCC)C(=O)N([C@H]1C[C@H](CN(C1)C(=O)OC(C)(C)C)C(=O)OC)CC(C)C (1-tert-butyl 3-methyl(3R,5S)-5-{[(2-tert-butyl-4-(hex-1-yn-1-yl)pyrimidin-5-yl)carbonyl](2-methylpropyl)amino}piperidine-1,3-dicarboxylate). RXN SMILES: [C:1]([C:5]1[N:10]=[C:9](Cl)[C:8]([C:12]([N:14]([CH2:32][CH:33]([CH3:35])[CH3:34])[C@@H:15]2[CH2:20][N:19]([C:21]([O:23][C:24]([CH3:27])([CH3:26])[CH3:25])=[O:22])[CH2:18][C@H:17]([C:28]([O:30][CH3:31])=[O:29])[CH2:16]2)=[O:13])=[CH:7][N:6]=1)([CH3:4])([CH3:3])[CH3:2].C(N(CC)C(C)C)(C)C.[CH:45]#[C:46][CH2:47][CH2:48][CH2:49][CH3:50]>CN(C=O)C.[Cu](I)I>[C:1]([C:5]1[N:10]=[C:9]([C:45]#[C:46][CH2:47][CH2:48][CH2:49][CH3:50])[C:8]([C:12]([N:14]([CH2:32][CH:33]([CH3:35])[CH3:34])[C@@H:15]2[CH2:20][N:19]([C:21]([O:23][C:24]([CH3:27])([CH3:26])[CH3:25])=[O:22])[CH2:18][C@H:17]([C:28]([O:30][CH3:31])=[O:29])[CH2:16]2)=[O:13])=[CH:7][N:6]=1)([CH3:4])([CH3:3])[CH3:2]. Procedure details: 1-tert-Butyl 3-methyl(3R,5S)-5-{[(2-tert-butyl-4-chloropyrimidin-5-yl)carbonyl](isobutyl)amino}piperidine-1,3-dicarboxylate (300 mg), dichloro[bis(triphenylphosphine)]palladium (412 mg), copper iodide (112 mg) and N,N-diisopropylethylamine (0.51 μL) were dissolved in DMF (8 ml), and the mixture was stirred at room temperature for 15 min. 1-Hexyne (0.08 ml) was added and the mixture was stirred at room temperature 2 hr, and further at 70° C. for 8 hr. The mixture was cooled to room temperature, a...